This data is from the Open Reaction Database (ORD), a public repository of structured organic reaction records. The task is: describe an organic reaction: reactants, conditions, products, and yield Starting materials: FC1=CC=2C3=C(NC2C=C1)C1CCN(C3)CC1 (9-fluoro-3,4,5,6-tetrahydro-1H-2,5-ethanoazepino[4,3-b]indole), BrC1=CC=C2C=CN=CC2=C1 (7-bromoisoquinoline). Yields the product FC1=CC=2C3=C(N(C2C=C1)C1=CC=C2C=CN=CC2=C1)C1CCN(C3)CC1 (9-fluoro-6-isoquinolin-7-yl-3,4,5,6-tetrahydro-1H-2,5-ethanoazepino[4,3-b]indole). As a reaction SMILES: [F:1][C:2]1[CH:10]=[CH:9][C:8]2[NH:7][C:6]3[CH:11]4[CH2:17][CH2:16][N:14]([CH2:15][C:5]=3[C:4]=2[CH:3]=1)[CH2:13][CH2:12]4.Br[C:19]1[CH:28]=[C:27]2[C:22]([CH:23]=[CH:24][N:25]=[CH:26]2)=[CH:21][CH:20]=1>>[F:1][C:2]1[CH:10]=[CH:9][C:8]2[N:7]([C:19]3[CH:28]=[C:27]4[C:22]([CH:23]=[CH:24][N:25]=[CH:26]4)=[CH:21][CH:20]=3)[C:6]3[CH:11]4[CH2:12][CH2:13][N:14]([CH2:15][C:5]=3[C:4]=2[CH:3]=1)[CH2:16][CH2:17]4. Procedure: The reaction of 9-fluoro-3,4,5,6-tetrahydro-1H-2,5-ethanoazepino[4,3-b]indole (78 mg, 0.34 mmol; Example 161) and 7-bromoisoquinoline (106 mg, 0.51 mmol; Frontier) was performed as described in Example 68 to afford the title compound: 1H NMR (300 MHz, methanol-d4) δ ppm 1.94-2.22 (m, 4H) 2.88-2.96 (m, 1H) 3.08-3.29 (m, 4H) 4.31 (s, 2H) 6.85 (td, J=9, 2 Hz, 1H) 7.06 (dd, J=9, 4 Hz, 1H) 7.12 (dd, J=10, 2 Hz, 1H) 7.74 (dd, J=9, 2 Hz, 1H) 7.96 (d, J=6 Hz, 1H) 8.13 (d, J=2 Hz, 1H) 8.17 (d, J=8 Hz, 1H... The reactants are [N+](=O)([O-])NC1=NON=C1[N+](=O)[O-] (3-Nitroamino-4-nitrofurazan), [N+](=O)([O-])[N+]1(CCC1)[N+](=O)[O-] (Dinitroazetidinium). The solvent is CO (methanol). Conditions: time 10 minute. Yields the product N([N+](=O)[O-])C1=NON=C1[N+](=O)[O-].[N+](=O)([O-])[N+]1(CCC1)[N+](=O)[O-] (Dinitroazetidinium 3-Nitramino-4-Nitrofurazan). RXN SMILES: [N+:1]([NH:4][C:5]1[C:9]([N+:10]([O-:12])=[O:11])=[N:8][O:7][N:6]=1)([O-:3])=[O:2].[N+:13]([N+:16]1([N+:20]([O-:22])=[O:21])[CH2:19][CH2:18][CH2:17]1)([O-:15])=[O:14]>CO>[NH:4]([C:5]1[C:9]([N+:10]([O-:12])=[O:11])=[N:8][O:7][N:6]=1)[N+:1]([O-:3])=[O:2].[N+:13]([N+:16]1([N+:20]([O-:22])=[O:21])[CH2:19][CH2:18][CH2:17]1)([O-:15])=[O:14] |f:3.4|. Procedure details: A clean 3 neck round bottom flask was equipped with magnetic stirring, thermocouple, and nitrogen and placed into an ice bath. 3-Nitroamino-4-nitrofurazan (1.75 grams; 0.01M) is added to 5 mls dry methanol. Dinitroazetidinium (1.47 grams; 0.01 mol) is added slowly over 10 minutes not exceeding 10° C. The resulting mixture is stirred cold for 10 minutes, then the mixture is stirred for an additional hour at room temperature. After transfer to a tarred one neck flask, the solvent is removed in vac... The reactants are O=C(CNc1n[nH]c2ccc(C(F)(F)F)cc12)NC1CNC1, Cc1ccc(C2(O)CCC(=O)CC2)cn1. Product: Cc1ccc(C2(O)CCC(N3CC(NC(=O)CNc4n[nH]c5ccc(C(F)(F)F)cc45)C3)CC2)cn1. RXN SMILES: [NH:1]1[CH2:2][CH:3]([NH:5][C:6]([CH2:7][NH:8][c:9]2[n:10][nH:11][c:12]3[cH:13][cH:14][c:15]([C:18]([F:19])([F:20])[F:21])[cH:16][c:17]23)=[O:22])[CH2:4]1.[OH:23][C:24]1([c:31]2[cH:32][n:33][c:34]([CH3:37])[cH:35][cH:36]2)[CH2:25][CH2:26][C:27](=[O:30])[CH2:28][CH2:29]1>>[N:1]1([CH:27]2[CH2:26][CH2:25][C:24]([OH:23])([c:31]3[cH:32][n:33][c:34]([CH3:37])[cH:35][cH:36]3)[CH2:29][CH2:28]2)[CH2:2][CH:3]([NH:5][C:6]([CH2:7][NH:8][c:9]2[n:10][nH:11][c:12]3[cH:13][cH:14][c:15]([C:18]([F:19])([F:20])[F:21])[cH:16][c:17]23)=[O:22])[CH2:4]1. The reactants are C(C1=CC=CC=C1)O (benzyl alcohol), [H-].[Na+] (sodium hydride), FC1=C(C#N)C=C(C=C1)F (2,5-difluorobenzonitrile). The solvent is CN(C)C=O (DMF), CN(C)C=O (DMF). Run at temperature 0 celsius, time 120 minute. The product is C(C1=CC=CC=C1)OC1=C(C#N)C=C(C=C1)F (2-(benzyloxy)-5-fluorobenzonitrile). Isolated yield 98.8%. RXN SMILES: [H-].[Na+].[CH2:3]([OH:10])[C:4]1[CH:9]=[CH:8][CH:7]=[CH:6][CH:5]=1.F[C:12]1[CH:19]=[CH:18][C:17]([F:20])=[CH:16][C:13]=1[C:14]#[N:15]>CN(C=O)C>[CH2:3]([O:10][C:12]1[CH:19]=[CH:18][C:17]([F:20])=[CH:16][C:13]=1[C:14]#[N:15])[C:4]1[CH:9]=[CH:8][CH:7]=[CH:6][CH:5]=1 |f:0.1|. Procedure: In a 12 L, 4-neck round bottom flask equipped with a mechanic stirrer and temperature probe, a suspension of sodium hydride (74 g, 1.82 mol) in DMF (1.95 L) was added benzyl alcohol (142 g, 1.3 mol) through a dropping funnel slowly over 30 minutes in an ice bath under nitrogen. The mixture was stirred in an ice bath (0° C.) for 120 minutes, a solution of 2,5-difluorobenzonitrile (180 g, 1.3 mol) in DMF (650 mL) was added through a dropping funnel over 35 minutes. The resulting mixture was warmed... Starting materials: CC(C)(C)OC(=O)OC(=O)OC(C)(C)C, CCCC[N+](CCCC)(CCCC)CCCC, ClCCl, [Na+], [OH-], O=S(=O)([O-])O, OCC=Cc1cnc2ccccc2c1. The product is CC(C)(C)OC(=O)O, OCC=Cc1cnc2ccccc2c1. Reaction SMILES: [C:15](=[O:16])([O:17][C:18]([CH3:19])([CH3:20])[CH3:21])[O:22][C:23]([O:24][C:25]([CH3:26])([CH3:27])[CH3:28])=[O:29].[CH2:37]([N+:38]([CH2:39][CH2:40][CH2:41][CH3:42])([CH2:43][CH2:44][CH2:45][CH3:46])[CH2:47][CH2:48][CH2:49][CH3:50])[CH2:51][CH2:52][CH3:53].[CH2:54]([Cl:55])[Cl:56].[Na+:31].[OH-:30].[S:32]([O-:33])([OH:34])(=[O:35])=[O:36].[n:1]1[cH:2][c:3]([CH:11]=[CH:12][CH2:13][OH:14])[cH:4][c:5]2[cH:6][cH:7][cH:8][cH:9][c:10]12>>[C:15](=[O:16])([O:17][C:18]([CH3:19])([CH3:20])[CH3:21])[OH:22].[n:1]1[cH:2][c:3]([CH:11]=[CH:12][CH2:13][OH:14])[cH:4][c:5]2[cH:6][cH:7][cH:8][cH:9][c:10]12. Starting materials: NC1=CC(=C(OC2=CC(=NC=C2)NC(=O)N2CCC(CC2)CN2CCCC2)C=C1)F (4-(Pyrrolidin-1-ylmethyl)piperidine-1-carboxylic acid [4-(4-amino-2-fluorophenoxy)pyridin-2-yl]amide), C1(=CC=CC=C1)CC(=O)N=C=O (2-phenylacetyl isocyanate). Run in CN(C=O)C (N,N-dimethylformamide), C(C)OCC (diethyl ether), CCCCCC (hexane), CCCCCC (hexane). Conditions: time 64.5 hour. The product is C1(=CC=CC=C1)CC(=O)NC(NC1=CC=C(OC2=CC(=NC=C2)NC(=O)N2CCC(CC2)CN2CCCC2)C=C1)=O (4-(Pyrrolidin-1-ylmethyl)piperidine-1-carboxylic acid {4-[4-(3-phenylacetylureido)phenoxy]pyridin-2-yl}amide). As a reaction SMILES: [NH2:1][C:2]1[CH:29]=[CH:28][C:5]([O:6][C:7]2[CH:12]=[CH:11][N:10]=[C:9]([NH:13][C:14]([N:16]3[CH2:21][CH2:20][CH:19]([CH2:22][N:23]4[CH2:27][CH2:26][CH2:25][CH2:24]4)[CH2:18][CH2:17]3)=[O:15])[CH:8]=2)=[C:4](F)[CH:3]=1.[C:31]1([CH2:37][C:38]([N:40]=[C:41]=[O:42])=[O:39])[CH:36]=[CH:35][CH:34]=[CH:33][CH:32]=1>CN(C)C=O.CCCCCC.C(OCC)C>[C:31]1([CH2:37][C:38]([NH:40][C:41](=[O:42])[NH:1][C:2]2[CH:29]=[CH:28][C:5]([O:6][C:7]3[CH:12]=[CH:11][N:10]=[C:9]([NH:13][C:14]([N:16]4[CH2:21][CH2:20][CH:19]([CH2:22][N:23]5[CH2:27][CH2:26][CH2:25][CH2:24]5)[CH2:18][CH2:17]4)=[O:15])[CH:8]=3)=[CH:4][CH:3]=2)=[O:39])[CH:36]=[CH:35][CH:34]=[CH:33][CH:32]=1. Procedure: 4-(Pyrrolidin-1-ylmethyl)piperidine-1-carboxylic acid [4-(4-amino-2-fluorophenoxy)pyridin-2-yl]amide (50 mg) was dissolved in N,N-dimethylformamide (1.5 ml) under a nitrogen atmosphere, and then 0.25 M 2-phenylacetyl isocyanate in hexane (1.45 ml) was added, followed by stirring for 64.5 hrs. The reaction mixture was partitioned between ethyl acetate (100 ml) and a saturated aqueous solution of sodium hydrogencarbonate (50 ml). The organic layer was washed with a saturated aqueous solution of so...